This data is from the Open Reaction Database (ORD), a public repository of structured organic reaction records. The task is: describe an organic reaction: reactants, conditions, products, and yield Starting materials: Cc1cnc(CN(C2CCNCC2)C(C)c2ccccn2)c(C)c1, C[Si](C)(C)N=C=O, CC(C)O. Yields the product Cc1cnc(CN(C2CCN(C(N)=O)CC2)C(C)c2ccccn2)c(C)c1. As a reaction SMILES: [CH3:1][c:2]1[c:3]([CH2:9][N:10]([CH:11]([CH3:12])[c:13]2[n:14][cH:15][cH:16][cH:17][cH:18]2)[CH:19]2[CH2:20][CH2:21][NH:22][CH2:23][CH2:24]2)[n:4][cH:5][c:6]([CH3:8])[cH:7]1.[CH3:25][Si:26]([CH3:27])([CH3:28])[N:29]=[C:30]=[O:31].[CH3:32][CH:33]([OH:34])[CH3:35]>>[CH3:1][c:2]1[c:3]([CH2:9][N:10]([CH:11]([CH3:12])[c:13]2[n:14][cH:15][cH:16][cH:17][cH:18]2)[CH:19]2[CH2:20][CH2:21][N:22]([C:30]([NH2:29])=[O:31])[CH2:23][CH2:24]2)[n:4][cH:5][c:6]([CH3:8])[cH:7]1. Starting materials: NC=1C=C2C(=CNC2=CC1)CCN(C)C (5-Amino-3-(2-dimethylaminoethyl)-1H-indole), ClC1=NC=CC=N1 (2-chloropyrimidine), C(C)(=O)[O-].[Na+] (Sodium acetate). The solvent is C(C)(=O)O (acetic acid). The product is CN(CCC1=CNC2=CC=C(C=C12)NC1=NC=CC=N1)C (3-(2-Dimethylaminoethyl)-5-(pyrimid-2-ylamino)-1H-indole). The yield is 11.0%. As a reaction SMILES: [NH2:1][C:2]1[CH:3]=[C:4]2[C:8](=[CH:9][CH:10]=1)[NH:7][CH:6]=[C:5]2[CH2:11][CH2:12][N:13]([CH3:15])[CH3:14].Cl[C:17]1[N:22]=[CH:21][CH:20]=[CH:19][N:18]=1.C([O-])(=O)C.[Na+]>C(O)(=O)C>[CH3:15][N:13]([CH3:14])[CH2:12][CH2:11][C:5]1[C:4]2[C:8](=[CH:9][CH:10]=[C:2]([NH:1][C:17]3[N:22]=[CH:21][CH:20]=[CH:19][N:18]=3)[CH:3]=2)[NH:7][CH:6]=1 |f:2.3|. Procedure details: 5-Amino-3-(2-dimethylaminoethyl)-1H-indole and 2-chloropyrimidine were used, Sodium acetate was used as base, acetic acid was used as solvent, and the reaction was heated at reflux for 12 hours. Column chromatography afforded the title compound (11%) as a yellow solid: 13C NMR (CD3OD) δ162.6, 159.2, 135.4, 132.2, 128.9, 124.0, 118.6, 113.7, 112.6, 112.4, 112.3, 61.3, 45.4, 24.3; HRMS calculated for C16H19N5 281.1642, found 281.1660. Anal. calcd for C16H19N5.0.5C2H4O2 [acetic acid]: C, 65.62; H, ... Starting materials: C(C)(C)(C)C=1N=C(C2=C(N1)N(N=N2)CC)N2CC(CC2)(F)F (5-tert-Butyl-7-(3,3-difluoro-pyrrolidin-1-yl)-3-ethyl-3H-[1,2,3]triazolo[4,5-d]pyrimidine), C(C)(C)(C)C=1N=C(C2=C(N1)NN=N2)N2CC1(COC1)C2 (5-tert-Butyl-7-(2-oxa-6-aza-spiro[3.3]hept-6-yl)-3H-[1,2,3]triazolo[4,5-d]pyrimidine), BrCC1=C(C=CC=C1)S(=O)(=O)C (1-(bromomethyl)-2-(methylsulfonyl)benzene). Yields the product C(C)(C)(C)C=1N=C(C2=C(N1)N(N=N2)CC2=C(C=CC=C2)S(=O)(=O)C)N2CC1(COC1)C2 (5-tert-Butyl-3-(2-methanesulfonyl-benzyl)-7-(2-oxa-6-aza-spiro[3.3]hept-6-yl)-3H-[1,2,3]triazolo[4,5-d]pyrimidine). Reaction SMILES: C(C1N=C(N2CCC(F)(F)C2)C2N=NN(CC)C=2N=1)(C)(C)C.[C:23]([C:27]1[N:28]=[C:29]([N:36]2[CH2:42][C:38]3([CH2:41][O:40][CH2:39]3)[CH2:37]2)[C:30]2[N:35]=[N:34][NH:33][C:31]=2[N:32]=1)([CH3:26])([CH3:25])[CH3:24].Br[CH2:44][C:45]1[CH:50]=[CH:49][CH:48]=[CH:47][C:46]=1[S:51]([CH3:54])(=[O:53])=[O:52]>>[C:23]([C:27]1[N:28]=[C:29]([N:36]2[CH2:37][C:38]3([CH2:39][O:40][CH2:41]3)[CH2:42]2)[C:30]2[N:35]=[N:34][N:33]([CH2:44][C:45]3[CH:50]=[CH:49][CH:48]=[CH:47][C:46]=3[S:51]([CH3:54])(=[O:53])=[O:52])[C:31]=2[N:32]=1)([CH3:26])([CH3:24])[CH3:25]. Procedure: In analogy to the procedure described for the synthesis of 5-tert-butyl-7-(3,3-difluoropyrrolidin-1-yl)-3-ethyl-3H-[1,2,3]triazolo[4,5-d]pyrimidine (example 61), the title compound was prepared from 5-tert-Butyl-7-(2-oxa-6-aza-spiro[3.3]hept-6-yl)-3H-[1,2,3]triazolo[4,5-d]pyrimidine and 1-(bromomethyl)-2-(methylsulfonyl)benzene and isolated as white solid. MS (m/e): 443.3 (MH+). Starting materials: O=C([O-])[O-], CN(C)C=O, CC(=O)CCl, CC(Cl)Cl, [K+], [K+], CC(C(=O)O)c1ccc(O)cc1. The product is CC(=O)COC(=O)C(C)c1ccc(O)cc1. As a reaction SMILES: [C:13](=[O:14])([O-:15])[O-:16].[CH3:24][N:25]([CH3:26])[CH:27]=[O:28].[Cl:19][CH2:20][C:21]([CH3:22])=[O:23].[Cl:29][CH:30]([Cl:31])[CH3:32].[K+:17].[K+:18].[OH:1][c:2]1[cH:3][cH:4][c:5]([CH:8]([C:9](=[O:10])[OH:11])[CH3:12])[cH:6][cH:7]1>>[OH:1][c:2]1[cH:3][cH:4][c:5]([CH:8]([C:9](=[O:10])[O:11][CH2:20][C:21]([CH3:22])=[O:23])[CH3:12])[cH:6][cH:7]1.